This data is from the Open Reaction Database (ORD), a public repository of structured organic reaction records. The task is: describe an organic reaction: reactants, conditions, products, and yield Reactants: C(C1=CC=CC=C1)[C@H]1N(C(OC1)=O)C(=O)[C@@H]1CN(C[C@H]1C1=CC=C(C=C1)Cl)C(=O)OC(C)(C)C (tert-butyl (3S,4R)-3-{[(4R)-4-benzyl-2-oxo-1,3-oxazolidin-3-yl]carbonyl}-4-(4-chlorophenyl)pyrrolidine-1-carboxylate), Cl (hydrochloric acid), [OH-].[Li+] (lithium hydroxide), C(C)(=O)OCC (ethyl acetate). The solvent is C1CCOC1 (THF), O (water). Yields the product C(C)(C)(C)OC(=O)N1C[C@H]([C@@H](C1)C1=CC=C(C=C1)Cl)C(=O)O ((3S,4R)-1-(tert-butoxycarbonyl)-4-(4-chlorophenyl)pyrrolidine-3-carboxylic acid). RXN SMILES: C([C@@H]1COC(=O)N1C([C@H:16]1[C@H:20]([C:21]2[CH:26]=[CH:25][C:24]([Cl:27])=[CH:23][CH:22]=2)[CH2:19][N:18]([C:28]([O:30][C:31]([CH3:34])([CH3:33])[CH3:32])=[O:29])[CH2:17]1)=O)C1C=CC=CC=1.[OH-].[Li+].[C:37]([O:40]CC)(=[O:39])C.Cl>C1COCC1.O>[C:31]([O:30][C:28]([N:18]1[CH2:19][C@@H:20]([C:21]2[CH:26]=[CH:25][C:24]([Cl:27])=[CH:23][CH:22]=2)[C@H:16]([C:37]([OH:40])=[O:39])[CH2:17]1)=[O:29])([CH3:34])([CH3:32])[CH3:33] |f:1.2|. Reported procedure: To a mixed solution of the compound (17.0 g) obtained in step 4 in THF (60 mL) and water (15 mL) was added at 0° C. 4N lithium hydroxide (35.1 mL), and the mixture was stirred at room temperature for 16 hr. To the reaction mixture was added ethyl acetate, and the mixture was acidified with 2N hydrochloric acid. The organic layer was dried, and the solvent was evaporated under reduced pressure to give (3S,4R)-1-(tert-butoxycarbonyl)-4-(4-chlorophenyl)pyrrolidine-3-carboxylic acid (7.35 g) as a wh... Reactants: C(#N)C(C(=O)O)CC1=CC=C(C=C1)OC (α-cyano-β(4-methoxyphenyl)propionic acid), CN(C)C=O (DMF), O (water). Yields the product COC1=CC=C(C=C1)C(C#N)C (4-Methoxyphenylpropionitrile). As a reaction SMILES: C([CH:3]([CH2:7][C:8]1[CH:13]=[CH:12][C:11]([O:14][CH3:15])=[CH:10][CH:9]=1)C(O)=O)#N.O.[CH3:17][N:18](C=O)C>>[CH3:15][O:14][C:11]1[CH:10]=[CH:9][C:8]([CH:7]([CH3:3])[C:17]#[N:18])=[CH:13][CH:12]=1. Procedure details: A stirred solution of α-cyano-β(4-methoxyphenyl)propionic acid (127.3 g) in DMF (280 ml) is heated to 150° C. for 5 hours. The reaction mixture is cooled, poured into a liter of water and extracted with ether. The ether extract is washed, dried over Na2SO4, filtered and the filtrate evaporated in vacuo yielding a liquid which upon distillation yields the decarboxylated product as a clear liquid, B.P. 115° C. (1 mm). The reactants are CC(=O)NCCO, ClCCl, CN(C)C=O, Cl, Cl, N#CC(Oc1cccc(C(F)(F)F)c1)c1ccc(Cl)cc1, CC(=O)NCCOC(=O)C(=Nc1ccc(Cl)cc1)Oc1cccc(C(F)(F)F)c1, O. Yields the product CC(=O)NCCOC(=O)C(Oc1cccc(C(F)(F)F)c1)c1ccc(Cl)cc1. Reaction SMILES: [C:22]([NH:23][CH2:24][CH2:25][OH:26])(=[O:27])[CH3:28].[CH2:66]([Cl:67])[Cl:68].[CH3:60][N:61]([CH3:62])[CH:63]=[O:64].[ClH:29].[ClH:30].[F:1][C:2]([F:3])([F:4])[c:5]1[cH:6][c:7]([O:18][CH:19]([c:10]2[cH:11][cH:12][c:13]([Cl:16])[cH:14][cH:15]2)[C:20]#[N:21])[cH:8][cH:9][cH:17]1.[F:31][C:32]([c:33]1[cH:34][c:35]([O:36][C:37]([C:38](=[O:39])[O:40][CH2:41][CH2:42][NH:43][C:44]([CH3:45])=[O:46])=[N:47][c:48]2[cH:49][cH:50][c:51]([Cl:52])[cH:53][cH:54]2)[cH:55][cH:56][cH:57]1)([F:58])[F:59].[OH2:65]>>[c:10]1([CH:37]([O:36][c:35]2[cH:34][c:33]([C:32]([F:31])([F:58])[F:59])[cH:57][cH:56][cH:55]2)[C:38](=[O:39])[O:40][CH2:41][CH2:42][NH:43][C:44]([CH3:45])=[O:46])[cH:11][cH:12][c:13]([Cl:16])[cH:14][cH:15]1. Starting materials: CCCCCCSC(C(=O)OC)c1ccc(Cl)c(Cl)c1, CO, [Li+], C1CCOC1, [OH-], O, O. The product is CCCCCCSC(C(=O)O)c1ccc(Cl)c(Cl)c1. RXN SMILES: [CH2:1]([CH2:2][CH2:3][CH2:4][CH2:5][CH3:6])[S:7][CH:8]([C:9](=[O:10])[O:11][CH3:12])[c:13]1[cH:14][c:15]([Cl:20])[c:16]([Cl:19])[cH:17][cH:18]1.[CH3:30][OH:31].[Li+:23].[O:24]1[CH2:25][CH2:26][CH2:27][CH2:28]1.[OH-:22].[OH2:21].[OH2:29]>>[CH2:1]([CH2:2][CH2:3][CH2:4][CH2:5][CH3:6])[S:7][CH:8]([C:9](=[O:10])[OH:11])[c:13]1[cH:14][c:15]([Cl:20])[c:16]([Cl:19])[cH:17][cH:18]1.